The task is: describe an organic reaction: reactants, conditions, products, and yield. This data is from the Open Reaction Database (ORD), a public repository of structured organic reaction records. Reactants: [Al+3], O=C([O-])C(O)C(O)C(=O)[O-], CCOC(=O)c1cnc(NC2CCCN(CC3CCCCC3)C2)c(Cl)c1, [H-], [H-], [H-], [H-], [K+], [Li+], [Na+], C1CCOC1, O, O, O, O. Product: OCc1cnc(NC2CCCN(CC3CCCCC3)C2)c(Cl)c1. As a reaction SMILES: [Al+3:28].[C:37]([CH:38]([CH:39]([C:40]([O-:41])=[O:42])[OH:43])[OH:44])([O-:45])=[O:46].[Cl:1][c:2]1[c:3]([NH:13][CH:14]2[CH2:15][N:16]([CH2:20][CH:21]3[CH2:22][CH2:23][CH2:24][CH2:25][CH2:26]3)[CH2:17][CH2:18][CH2:19]2)[n:4][cH:5][c:6]([C:7](=[O:8])[O:9][CH2:10][CH3:11])[cH:12]1.[H-:27].[H-:30].[H-:31].[H-:32].[K+:48].[Li+:29].[Na+:47].[O:49]1[CH2:50][CH2:51][CH2:52][CH2:53]1.[OH2:33].[OH2:34].[OH2:35].[OH2:36]>>[Cl:1][c:2]1[c:3]([NH:13][CH:14]2[CH2:15][N:16]([CH2:20][CH:21]3[CH2:22][CH2:23][CH2:24][CH2:25][CH2:26]3)[CH2:17][CH2:18][CH2:19]2)[n:4][cH:5][c:6]([CH2:7][OH:8])[cH:12]1. The reactants are N1CCCC1 (pyrrolidine), CC(C)([O-])C.[Na+] (sodium t-butoxide), BrC=1C=NC=CC1 (3-bromopyridine). The reagents and catalysts are C1=CC=C2C(=C1)C=CC(=C2C3=C(C=CC4=CC=CC=C43)O)O ((R)-(+)-1,1′-bi-2-naphthol), C=1C=CC(=CC1)/C=C/C(=O)/C=C/C2=CC=CC=C2.C=1C=CC(=CC1)/C=C/C(=O)/C=C/C2=CC=CC=C2.C=1C=CC(=CC1)/C=C/C(=O)/C=C/C2=CC=CC=C2.[Pd].[Pd] (tris-(dibenzylideneacetone)dipalladium (0)). Run in C(C)(=O)OCC (ethyl acetate), C1(=CC=CC=C1)C (toluene). Reaction conditions: temperature 80 celsius, time 3 hour. The product is N1=C(C=CC=C1)N1CCCC1 (N-pyridyl pyrrolidine). The yield is 221.1%. Reaction SMILES: [NH:1]1[CH2:5][CH2:4][CH2:3][CH2:2]1.CC(C)([O-])C.[Na+].Br[C:13]1[CH:14]=[N:15][CH:16]=[CH:17][CH:18]=1>C1(C)C=CC=CC=1.C(OCC)(=O)C.C1C=CC(/C=C/C(/C=C/C2C=CC=CC=2)=O)=CC=1.C1C=CC(/C=C/C(/C=C/C2C=CC=CC=2)=O)=CC=1.C1C=CC(/C=C/C(/C=C/C2C=CC=CC=2)=O)=CC=1.[Pd].[Pd].C1C=C2C=CC(O)=C(C3C4C(=CC=CC=4)C=CC=3O)C2=CC=1>[N:15]1[CH:16]=[CH:17][CH:18]=[CH:13][C:14]=1[N:1]1[CH2:5][CH2:4][CH2:3][CH2:2]1 |f:1.2,6.7.8.9.10|. Procedure details: To a stirred solution of free pyrrolidine (79.3 mg; 0.22 mmol) and sodium t-butoxide (29 mg; 0.31 mmol) in dry toluene (3 mL) was added, sequentially, 3-bromopyridine (22.9 μL; 0.24 mmol), tris-(dibenzylideneacetone)dipalladium (0)(3.9 mg; cat.), and (R)-(+)-1,1′-bi-2-naphthol (5.4 mg; cat.) at room temperature under a nitrogen atmosphere. The resulting mixture was heated to 80° C., held 3 hours, then allowed to cool back to room temperature. The reaction then was diluted with ethyl acetate (40 ... Reaction SMILES: [H-].[Al+3].[Li+].[H-].[H-].[H-].[CH2:7]([C:14]1[CH:23]=[CH:22][C:17]([O:18][CH2:19][C:20]#[N:21])=[CH:16][CH:15]=1)[C:8]1[CH:13]=[CH:12][CH:11]=[CH:10][CH:9]=1.O.[OH-].[Na+]>O1CCCC1>[CH2:7]([C:14]1[CH:15]=[CH:16][C:17]([O:18][CH2:19][CH2:20][NH2:21])=[CH:22][CH:23]=1)[C:8]1[CH:9]=[CH:10][CH:11]=[CH:12][CH:13]=1 |f:0.1.2.3.4.5,8.9|. The yield is 96.3%. The product is C(C1=CC=CC=C1)C1=CC=C(OCCN)C=C1 (2-(4-benzylphenoxy)ethylamine). The solvent is O1CCCC1 (tetrahydrofuran). Procedure: 3.4 g of lithium aluminum hydride was suspended in 100 ml of anhydrous tetrahydrofuran and to the suspension was gradually added 10.0 g of (4-benzylphenoxy)acetonitrile under ice cooling in nitrogen stream. After stirring at room temperature for 1 hour and ice cooling, to the reaction mixture were carefully added 3.4 ml of water, then 3.4 ml of 5N aqueous sodium hydroxide solution and finally 10 ml of water, followed by stirring for a while. Undesired matters were removed by filtration with ceri... Conditions: time 1 hour. Starting materials: [H-].[Al+3].[Li+].[H-].[H-].[H-] (lithium aluminum hydride), [OH-].[Na+] (sodium hydroxide), O (water), C(C1=CC=CC=C1)C1=CC=C(OCC#N)C=C1 ((4-benzylphenoxy)acetonitrile), O (water). The reactants are FC1=C(CN2C=CC=3C2=CN=C(C3)C(=O)O)C=CC(=C1)F (1-(2,4-difluorobenzyl)-1H-pyrrolo[2,3-c]pyridine-5-carboxylic acid), Cl.CON (O-methyl hydroxylamine hydrochloride). Yields the product FC1=C(CN2C=CC=3C2=CN=C(C3)C(=O)NOC)C=CC(=C1)F (1-(2,4-Difluorobenzyl)-N-methoxy-1H-pyrrolo[2,3-c]pyridine-5-carboxamide). As a reaction SMILES: [F:1][C:2]1[CH:20]=[C:19]([F:21])[CH:18]=[CH:17][C:3]=1[CH2:4][N:5]1[C:9]2=[CH:10][N:11]=[C:12]([C:14](O)=[O:15])[CH:13]=[C:8]2[CH:7]=[CH:6]1.Cl.[CH3:23][O:24][NH2:25]>>[F:1][C:2]1[CH:20]=[C:19]([F:21])[CH:18]=[CH:17][C:3]=1[CH2:4][N:5]1[C:9]2=[CH:10][N:11]=[C:12]([C:14]([NH:25][O:24][CH3:23])=[O:15])[CH:13]=[C:8]2[CH:7]=[CH:6]1 |f:1.2|. Procedure details: The title compound was prepared by coupling of 1-(2,4-difluorobenzyl)-1H-pyrrolo[2,3-c]pyridine-5-carboxylic acid and O-methyl hydroxylamine hydrochloride in analogy to step (c) of example 1. 1H NMR (CD3OD) δ; 8.80 (s, 1H), 8.33 (s, 1H), 7.64 (d, 1H, J=3.0 Hz), 7.24–7.27 (m, 1H), 6.96–7.08 (m, 2H), 6.74 (d, 1H, J=3.0 Hz), 5.62 (s, 2H) 3.85 (s, 3H). LCMS (API-ES, M+H+): 318.0. HRMS calcd for C16H14F2N3O2. (M+H) 318.1054. found 318.1045. Anal. (C16H13F2N3O2) C, H, N. HPLC: 99.6% purity. Starting materials: ClCC(=O)NC(=O)NC1CC(OC2=NC(=C(C=C21)C2=CC=C(C=C2)Cl)C2=C(C=C(C=C2)Cl)Cl)(C)C (2-Chloro-N-({[6-(4-chlorophenyl)-7-(2,4-dichlorophenyl)-2,2-dimethyl-3,4-dihydro-2H-pyrano[2,3-b]pyridin-4-yl]amino}carbonyl)acetamide), [H-].[Na+] (NaH). Run in CS(=O)C (DMSO), CCOC(=O)C (EtOAc). Run at time 1 hour. The product is ClC1=CC=C(C=C1)C=1C=C2C(=NC1C1=C(C=C(C=C1)Cl)Cl)OC(CC2N2C(NC(C2)=O)=O)(C)C (1-[6-(4-Chlorophenyl)-7-(2,4-dichlorophenyl)-2,2-dimethyl-3,4-dihydro-2H-pyrano[2,3-b]pyridin-4-yl]imidazolidine-2,4-dione). RXN SMILES: Cl[CH2:2][C:3]([NH:5][C:6]([NH:8][CH:9]1[C:18]2[C:13](=[N:14][C:15]([C:26]3[CH:31]=[CH:30][C:29]([Cl:32])=[CH:28][C:27]=3[Cl:33])=[C:16]([C:19]3[CH:24]=[CH:23][C:22]([Cl:25])=[CH:21][CH:20]=3)[CH:17]=2)[O:12][C:11]([CH3:35])([CH3:34])[CH2:10]1)=[O:7])=[O:4].[H-].[Na+]>CS(C)=O.CCOC(C)=O>[Cl:25][C:22]1[CH:21]=[CH:20][C:19]([C:16]2[CH:17]=[C:18]3[CH:9]([N:8]4[CH2:2][C:3](=[O:4])[NH:5][C:6]4=[O:7])[CH2:10][C:11]([CH3:34])([CH3:35])[O:12][C:13]3=[N:14][C:15]=2[C:26]2[CH:31]=[CH:30][C:29]([Cl:32])=[CH:28][C:27]=2[Cl:33])=[CH:24][CH:23]=1 |f:1.2|. Procedure details: The product obtained in Step A (127 mg, 0.23 mmol) was dissolved in DMSO (2 mL). NaH (20 mg, 0.51 mmol) was added and the reaction was stirred at rt for 1 h. The reaction was diluted with EtOAc and washed with a saturated NaHCO3 solution, 10% NaHSO4, brine, dried (Na2SO4), filtered and concentrated The residue was purified by flash chromatography on silica gel gradient eluted with 0-70% EtOAc in hexane to afford Example 113. Further purification on an AD column, eluting with 12% IPA/heptane prov... Starting materials: O=C(O)CCc1c(C=C2C(=O)Nc3ccc(Br)cc32)[nH]c2c1CCCC2, O=C(c1ncc[nH]1)c1ncc[nH]1, CN(C)C=O, NCCN1CCOCC1, O. Yields the product O=C(CCc1c(C=C2C(=O)Nc3ccc(Br)cc32)[nH]c2c1CCCC2)NCCN1CCOCC1. As a reaction SMILES: [Br:1][c:2]1[cH:3][c:4]2[c:8]([cH:9][cH:10]1)[NH:7][C:6](=[O:11])[C:5]2=[CH:12][c:13]1[nH:14][c:15]2[c:20]([c:21]1[CH2:22][CH2:23][C:24](=[O:25])[OH:26])[CH2:19][CH2:18][CH2:17][CH2:16]2.[C:27]([c:28]1[nH:29][cH:30][cH:31][n:32]1)([c:33]1[nH:34][cH:35][cH:36][n:37]1)=[O:38].[CH3:49][N:50]([CH3:51])[CH:52]=[O:53].[NH2:39][CH2:40][CH2:41][N:42]1[CH2:43][CH2:44][O:45][CH2:46][CH2:47]1.[OH2:48]>>[Br:1][c:2]1[cH:3][c:4]2[c:8]([cH:9][cH:10]1)[NH:7][C:6](=[O:11])[C:5]2=[CH:12][c:13]1[nH:14][c:15]2[c:20]([c:21]1[CH2:22][CH2:23][C:24](=[O:25])[NH:39][CH2:40][CH2:41][N:42]1[CH2:43][CH2:44][O:45][CH2:46][CH2:47]1)[CH2:19][CH2:18][CH2:17][CH2:16]2. Starting materials: CN(C)C1(C#N)CCCC1, CNC, CCC(=O)CC, Cl, N#C[K], O. Product: CCC(C#N)(CC)N(C)C. Reaction SMILES: [CH3:14][N:15]([C:16]1([C:21]#[N:22])[CH2:17][CH2:18][CH2:19][CH2:20]1)[CH3:23].[CH3:2][NH:3][CH3:4].[CH3:5][CH2:6][C:7](=[O:8])[CH2:9][CH3:10].[ClH:1].[K:11][C:12]#[N:13].[OH2:24]>>[CH3:14][N:15]([C:16]([CH2:17][CH3:18])([CH2:20][CH3:19])[C:21]#[N:22])[CH3:23]. Starting materials: NC1CCN(Cc2ccc3ccccc3c2)CC1, O, c1ccncc1, NC(=O)NC(=O)c1ccco1. The product is O=C(NC(=O)c1ccco1)NC1CCN(Cc2ccc3ccccc3c2)CC1. RXN SMILES: [NH2:1][CH:2]1[CH2:3][CH2:4][N:5]([CH2:8][c:9]2[cH:10][c:11]3[cH:12][cH:13][cH:14][cH:15][c:16]3[cH:17][cH:18]2)[CH2:6][CH2:7]1.[OH2:30].[cH:31]1[cH:32][cH:33][n:34][cH:35][cH:36]1.[o:19]1[c:20]([C:24](=[O:25])[NH:26][C:27](=[O:28])[NH2:29])[cH:21][cH:22][cH:23]1>>[NH:1]([CH:2]1[CH2:3][CH2:4][N:5]([CH2:8][c:9]2[cH:10][c:11]3[cH:12][cH:13][cH:14][cH:15][c:16]3[cH:17][cH:18]2)[CH2:6][CH2:7]1)[C:27]([NH:26][C:24]([c:20]1[o:19][cH:23][cH:22][cH:21]1)=[O:25])=[O:28].